Dataset: the Open Reaction Database (ORD), a public repository of structured organic reaction records. Task: describe an organic reaction: reactants, conditions, products, and yield The reactants are OC1=CC=NC2=CC=NC=C12 (4-hydroxy-1,6-naphthyridine), 4-substituted-1,6-naphthyridines, O=P(Cl)(Cl)Cl (POCl3), Heterocyclic, ( 4 ), P(=O)(Br)(Br)Br (POBr3). Yields the product BrC1=CC=NC2=CC=NC=C12 (4-bromo-1,6-naphthyridine), ClC1=CC=NC2=CC=NC=C12 (4-chloro-1,6-naphthyridine). Reaction SMILES: O[C:2]1[C:11]2[C:6](=[CH:7][CH:8]=[N:9][CH:10]=2)[N:5]=[CH:4][CH:3]=1.P(Br)(Br)([Br:14])=O.O=P(Cl)(Cl)[Cl:19]>>[Br:14][C:2]1[C:11]2[C:6](=[CH:7][CH:8]=[N:9][CH:10]=2)[N:5]=[CH:4][CH:3]=1.[Cl:19][C:2]1[C:11]2[C:6](=[CH:7][CH:8]=[N:9][CH:10]=2)[N:5]=[CH:4][CH:3]=1. Procedure details: Paudler et al., J. Heterocyclic Chem. 2 (4), 393-8 (1965), show the synthesis and NMR spectra of various 4-substituted-1,6-naphthyridines, for example, the reaction of 4-hydroxy-1,6-naphthyridine with POBr3 or POCl3 to obtain 4-bromo-1,6-naphthyridine or 4-chloro-1,6-naphthyridine, respectively. Also shown is the reaction of 4-bromo-1,6-naphthyridine with dimethylamine to produce 4-dimethylamino-1,6-naphthyridine and the reaction 4-chloro-1,6-naphthyridine with piperidine or hydrazine to produce...